This data is from the Open Reaction Database (ORD), a public repository of structured organic reaction records. The task is: describe an organic reaction: reactants, conditions, products, and yield Reactants: ClC1=NC=C(C(=N1)NC1C2=CC=CC=C2C=2C=CC=CC12)F (2-chloro-N-(fluoren-9-yl)-5-fluoro-4-pyrimidineamine), NC=1C=C(C=CC1)O (3-aminophenol). Yields the product C1=CC=CC=2C3=CC=CC=C3C(C12)NC1=NC(=NC=C1F)NC1=CC(=CC=C1)O (N4-(fluoren-9-yl)-5-fluoro-N2-(3-hydroxyphenyl)-2,4-pyrimidinediamine). RXN SMILES: Cl[C:2]1[N:7]=[C:6]([NH:8][CH:9]2[C:21]3[CH:20]=[CH:19][CH:18]=[CH:17][C:16]=3[C:15]3[C:10]2=[CH:11][CH:12]=[CH:13][CH:14]=3)[C:5]([F:22])=[CH:4][N:3]=1.[NH2:23][C:24]1[CH:25]=[C:26]([OH:30])[CH:27]=[CH:28][CH:29]=1>>[CH:20]1[C:21]2[CH:9]([NH:8][C:6]3[C:5]([F:22])=[CH:4][N:3]=[C:2]([NH:23][C:24]4[CH:29]=[CH:28][CH:27]=[C:26]([OH:30])[CH:25]=4)[N:7]=3)[C:10]3[C:15](=[CH:14][CH:13]=[CH:12][CH:11]=3)[C:16]=2[CH:17]=[CH:18][CH:19]=1. Procedure: In like manner to the preparation of N4-(3,4-ethylenedioxyphenyl)-5-fluoro-N2-(3-hydroxyphenyl)-4-pyrimidinediamine, 2-chloro-N-(fluoren-9-yl)-5-fluoro-4-pyrimidineamine and 3-aminophenol were reacted to produce N4-(fluoren-9-yl)-5-fluoro-N2-(3-hydroxyphenyl)-2,4-pyrimidinediamine. 1H NMR (CDCl3): δ 7.85 (d, 1H, J=2.9 Hz), 7.74 (d, 2H, J=7.6 Hz), 7.64 (d, 2H, J=7.6 Hz), 7.41–7.28 (m, 6H), 7.14–7.05 (m, 2H), 6.56 (d, 1H, J=8.8 Hz), 5.28 (d, 1H, J=8.8 Hz); LCMS: ret. time: 23.27 min.; purity: 89%;... The reactants are COC=1C=C(C=C(C1OC)OC)C(CC(C(=O)O)O)=O (4-(3,4,5-trimethoxyphenyl)-4-oxo-2-hydroxy butanoic acid), Cl (hydrochloric acid). Solvent: C(C)(=O)O (acetic acid). Yields the product COC=1C=C(C=C(C1OC)OC)C(/C=C/C(=O)O)=O ((E)-4-(3,4,5-trimethoxyphenyl)-4-oxo-2-butenoic acid). Reaction SMILES: [CH3:1][O:2][C:3]1[CH:4]=[C:5]([C:13](=[O:20])[CH2:14][CH:15](O)[C:16]([OH:18])=[O:17])[CH:6]=[C:7]([O:11][CH3:12])[C:8]=1[O:9][CH3:10].Cl>C(O)(=O)C>[CH3:12][O:11][C:7]1[CH:6]=[C:5]([C:13](=[O:20])/[CH:14]=[CH:15]/[C:16]([OH:18])=[O:17])[CH:4]=[C:3]([O:2][CH3:1])[C:8]=1[O:9][CH3:10]. Procedure: 15.8 g of 4-(3,4,5-trimethoxyphenyl)-4-oxo-2-hydroxy butanoic acid obtainedin Example 3, 20 cc of acetic acid and 20 cc of concentrated hydrochloric acid (d-1.18) are heated for 2.5 hours under reflux. Reactants: CC(C)(C)c1cc(NC(=O)Nc2cc(O)ccc2F)no1, O=C([O-])[O-], COc1cc2ncnc(Cl)c2cc1OC, [K+], [K+], CN(C)C=O, O. Yields the product COc1cc2ncnc(Oc3ccc(F)c(NC(=O)Nc4cc(C(C)(C)C)on4)c3)c2cc1OC. As a reaction SMILES: [C:1]([CH3:2])([CH3:3])([CH3:4])[c:5]1[cH:6][c:7]([NH:10][C:11](=[O:12])[NH:13][c:14]2[c:15]([F:21])[cH:16][cH:17][c:18]([OH:20])[cH:19]2)[n:8][o:9]1.[C:37](=[O:38])([O-:39])[O-:40].[Cl:22][c:23]1[n:24][cH:25][n:26][c:27]2[cH:28][c:29]([O:35][CH3:36])[c:30]([O:33][CH3:34])[cH:31][c:32]12.[K+:41].[K+:42].[O:44]=[CH:45][N:46]([CH3:47])[CH3:48].[OH2:43]>>[C:1]([CH3:2])([CH3:3])([CH3:4])[c:5]1[cH:6][c:7]([NH:10][C:11](=[O:12])[NH:13][c:14]2[c:15]([F:21])[cH:16][cH:17][c:18]([O:20][c:23]3[n:24][cH:25][n:26][c:27]4[cH:28][c:29]([O:35][CH3:36])[c:30]([O:33][CH3:34])[cH:31][c:32]34)[cH:19]2)[n:8][o:9]1. Starting materials: ClC1=CC(=C(CN2N=CC3=CC(=CC=C23)C=C2C(N=C(S2)N2[C@H](CNCC2)CC)=O)C=C1)C(F)(F)F (5-({1-[4-Chloro-2-(trifluoromethyl)benzyl]-1H-indazol-5-yl}methylidene)-2-((2S)-2-ethylpiperazin-1-yl)-1,3-thiazol-4(5H)-one), C=O (formaldehyde). Product: ClC1=CC(=C(CN2N=CC3=CC(=CC=C23)C=C2C(N=C(S2)N2[C@H](CN(CC2)C)CC)=O)C=C1)C(F)(F)F (5-({1-[4-Chloro-2-(trifluoromethyl)benzyl]-1H-indazol-5-yl}methylidene)-2-((2S)-2-ethyl-4-methylpiperazin-1-yl)-1,3-thiazol-4(5H)-one). RXN SMILES: [Cl:1][C:2]1[CH:32]=[CH:31][C:5]([CH2:6][N:7]2[C:15]3[C:10](=[CH:11][C:12]([CH:16]=[C:17]4[S:21][C:20]([N:22]5[CH2:27][CH2:26][NH:25][CH2:24][C@@H:23]5[CH2:28][CH3:29])=[N:19][C:18]4=[O:30])=[CH:13][CH:14]=3)[CH:9]=[N:8]2)=[C:4]([C:33]([F:36])([F:35])[F:34])[CH:3]=1.[CH2:37]=O>>[Cl:1][C:2]1[CH:32]=[CH:31][C:5]([CH2:6][N:7]2[C:15]3[C:10](=[CH:11][C:12]([CH:16]=[C:17]4[S:21][C:20]([N:22]5[CH2:27][CH2:26][N:25]([CH3:37])[CH2:24][C@@H:23]5[CH2:28][CH3:29])=[N:19][C:18]4=[O:30])=[CH:13][CH:14]=3)[CH:9]=[N:8]2)=[C:4]([C:33]([F:34])([F:36])[F:35])[CH:3]=1. Procedure: 5-({1-[4-Chloro-2-(trifluoromethyl)benzyl]-1H-indazol-5-yl}methylidene)-2-((2S)-2-ethyl-4-methylpiperazin-1-yl)-1,3-thiazol-4(5H)-one was prepared from 5-({1-[4-Chloro-2-(trifluoromethyl)benzyl]-1H-indazol-5-yl}methylidene)-2-((2S)-2-ethylpiperazin-1-yl)-1,3-thiazol-4(5H)-one and formaldehyde following procedure used as in example 195. Starting materials: CCOC(=O)CCc1cn(Cc2cccc(OCc3nc(-c4ccccc4)oc3C)c2)nc1OCC, CCO, Cl, [Na+], C1CCOC1, [OH-]. Product: CCOc1nn(Cc2cccc(OCc3nc(-c4ccccc4)oc3C)c2)cc1CCC(=O)O. Reaction SMILES: [CH2:1]([CH3:2])[O:3][c:4]1[n:5][n:6]([CH2:16][c:17]2[cH:18][c:19]([O:23][CH2:24][c:25]3[n:26][c:27](-[c:31]4[cH:32][cH:33][cH:34][cH:35][cH:36]4)[o:28][c:29]3[CH3:30])[cH:20][cH:21][cH:22]2)[cH:7][c:8]1[CH2:9][CH2:10][C:11](=[O:12])[O:13][CH2:14][CH3:15].[CH3:44][CH2:45][OH:46].[ClH:47].[Na+:38].[O:39]1[CH2:40][CH2:41][CH2:42][CH2:43]1.[OH-:37]>>[CH2:1]([CH3:2])[O:3][c:4]1[n:5][n:6]([CH2:16][c:17]2[cH:18][c:19]([O:23][CH2:24][c:25]3[n:26][c:27](-[c:31]4[cH:32][cH:33][cH:34][cH:35][cH:36]4)[o:28][c:29]3[CH3:30])[cH:20][cH:21][cH:22]2)[cH:7][c:8]1[CH2:9][CH2:10][C:11](=[O:12])[OH:13]. The reactants are ClC1=NC(=CC=C1C1=CN=C(O1)C)Cl (2,6-dichloro-3-(2-methyl-1,3-oxazol-5-yl)pyridine), C[O-].[Na+] (sodium methoxide). The solvent is CO (methanol). Product: ClC1=CC=C(C(=N1)OC)C1=CN=C(O1)C (6-chloro-2-methoxy-3-(2-methyl-1,3-oxazol-5-yl)pyridine). As a reaction SMILES: Cl[C:2]1[C:7]([C:8]2[O:12][C:11]([CH3:13])=[N:10][CH:9]=2)=[CH:6][CH:5]=[C:4]([Cl:14])[N:3]=1.[CH3:15][O-:16].[Na+]>CO>[Cl:14][C:4]1[N:3]=[C:2]([O:16][CH3:15])[C:7]([C:8]2[O:12][C:11]([CH3:13])=[N:10][CH:9]=2)=[CH:6][CH:5]=1 |f:1.2|. Procedure: To a mixture of 2,6-dichloro-3-(2-methyl-1,3-oxazol-5-yl)pyridine (2.22 g) in methanol (25 mL) was added sodium methoxide (5M methanol solution, 1.9 mL) at room temperature, and the mixture was stirred under a nitrogen atmosphere over the weekend. The reaction mixture was concentrated and diluted with water, and the mixture was extracted with ethyl acetate. The organic layer was separated, and dried over anhydrous magnesium sulfate, and the solvent was evaporated under reduced pressure. The resi...